This data is from the Open Reaction Database (ORD), a public repository of structured organic reaction records. The task is: describe an organic reaction: reactants, conditions, products, and yield Run in C1(=CC=CC=C1)C (toluene). Reported procedure: A mixture of 32.7 grams (0.203 moles) of 1-methyl-1-cyclohexanecarboxylic acid chloride, 15.2 grams (0.11 mole) of anhydrous potassium carbonate and 21.8 grams (0.203 mole) of o-toluidine in 260 ml. of dry toluene is stirred and refluxed for 2.5 hours. The inorganic salts are removed by filtration and the filtrate is concentrated in vacuuo. The residue yields from diethyl ether-pentane 40.5 grams (87%) of N-(1-methylcyclohexyl carbonyl)-o-toluidine; m.p. 138° C. Reaction SMILES: [CH3:1][C:2]1([C:8](Cl)=[O:9])[CH2:7][CH2:6][CH2:5][CH2:4][CH2:3]1.C(=O)([O-])[O-].[K+].[K+].[NH2:17][C:18]1[C:19]([CH3:24])=[CH:20][CH:21]=[CH:22][CH:23]=1>C1(C)C=CC=CC=1>[CH3:1][C:2]1([C:8]([NH:17][C:18]2[C:19]([CH3:24])=[CH:20][CH:21]=[CH:22][CH:23]=2)=[O:9])[CH2:7][CH2:6][CH2:5][CH2:4][CH2:3]1 |f:1.2.3|. Reactants: CC1(CCCCC1)C(=O)Cl (1-methyl-1-cyclohexanecarboxylic acid chloride), C([O-])([O-])=O.[K+].[K+] (potassium carbonate), NC=1C(=CC=CC1)C (o-toluidine). Product: CC1(CCCCC1)C(=O)NC=1C(=CC=CC1)C (N-(1-methylcyclohexyl carbonyl)-o-toluidine). Reactants: Cl (HCl), COC([C@H](CC(C)C)NC(=O)N1[C@@H](CC[C@@H](C(C1)O)NC([C@H](CC(C)C)NC(=O)OC(C)(C)C)=O)C)=O ((S)-2-({1-[(2R,5S)-5-((S)-2-tert-Butoxycarbonylamino-4-methyl-pentanoylamino)-2-methyl-6-hydroxy-azepan-1-yl]-methanoyl}-amino)-4-methyl-pentanoic acid methyl ester). Solvent: O1CCOCC1 (dioxane), CO (MeOH). Conditions: time 2.5 hour. Yields the product COC([C@H](CC(C)C)NC(=O)N1[C@@H](CC[C@@H](C(C1)O)NC([C@H](CC(C)C)N)=O)C)=O ((S)-2-({1-[(2R,S)-5-((S)-2-Amino-4-methyl-pentanoylamino)-2-methyl-6-hydroxy-azepan-1-yl]-methanoyl}-amino)-4-methyl-pentanoic acid methyl ester). Reaction SMILES: Cl.[CH3:2][O:3][C:4](=[O:38])[C@@H:5]([NH:10][C:11]([N:13]1[CH2:19][CH:18]([OH:20])[C@@H:17]([NH:21][C:22](=[O:36])[C@@H:23]([NH:28]C(OC(C)(C)C)=O)[CH2:24][CH:25]([CH3:27])[CH3:26])[CH2:16][CH2:15][C@H:14]1[CH3:37])=[O:12])[CH2:6][CH:7]([CH3:9])[CH3:8]>O1CCOCC1.CO>[CH3:2][O:3][C:4](=[O:38])[C@@H:5]([NH:10][C:11]([N:13]1[CH2:19][CH:18]([OH:20])[C@@H:17]([NH:21][C:22](=[O:36])[C@@H:23]([NH2:28])[CH2:24][CH:25]([CH3:26])[CH3:27])[CH2:16][CH2:15][C@H:14]1[CH3:37])=[O:12])[CH2:6][CH:7]([CH3:9])[CH3:8]. Procedure details: 4.0 M HCl in dioxane (8 ml) was added to a stirred solution (S)-2-({1-[(2R,5S)-5-((S)-2-tert-Butoxycarbonylamino-4-methyl-pentanoylamino)-2-methyl-6-hydroxy-azepan-1-yl]-methanoyl}-amino)-4-methyl-pentanoic acid methyl ester (490 mg, 0.93 mmol) in MeOH (8 ml). The reaction mixture was stirred for 2.5 h at RT, then was concentrated in vacuo by rotary evaporation and was used in the next reaction without further purification (430 mg). Reactants: COC(CNC=1C=NC=CC1C=1C(=NC=CC1)OC)=O ((2-methoxy-[3,4′]bipyridinyl-3′-ylamino)-acetic acid methyl ester), CN(S(=O)(=O)C=1C=C(C(=O)O)C=C(C1)C(F)(F)F)C (3-dimethylsulfamoyl-5-trifluoromethyl-benzoic acid). The product is CN(S(=O)(=O)C=1C=C(C(=O)N(C=2C=NC=CC2C=2C(=NC=CC2)OC)CC(=O)OC)C=C(C1)C(F)(F)F)C (Methyl 2-(3-(N,N-dimethylsulfamoyl)-N-(2-methoxy-3,4′-bipyridin-3′-yl)-5-(trifluoromethyl)benzamido)acetate). Reaction SMILES: [CH3:1][O:2][C:3](=[O:20])[CH2:4][NH:5][C:6]1[CH:7]=[N:8][CH:9]=[CH:10][C:11]=1[C:12]1[C:13]([O:18][CH3:19])=[N:14][CH:15]=[CH:16][CH:17]=1.[CH3:21][N:22]([CH3:39])[S:23]([C:26]1[CH:27]=[C:28]([CH:32]=[C:33]([C:35]([F:38])([F:37])[F:36])[CH:34]=1)[C:29](O)=[O:30])(=[O:25])=[O:24]>>[CH3:21][N:22]([CH3:39])[S:23]([C:26]1[CH:27]=[C:28]([CH:32]=[C:33]([C:35]([F:37])([F:36])[F:38])[CH:34]=1)[C:29]([N:5]([CH2:4][C:3]([O:2][CH3:1])=[O:20])[C:6]1[CH:7]=[N:8][CH:9]=[CH:10][C:11]=1[C:12]1[C:13]([O:18][CH3:19])=[N:14][CH:15]=[CH:16][CH:17]=1)=[O:30])(=[O:24])=[O:25]. Procedure details: The title compound was prepared in analogy to example 90, from (2-methoxy-[3,4′]bipyridinyl-3′-ylamino)-acetic acid methyl ester and 3-dimethylsulfamoyl-5-trifluoromethyl-benzoic acid (Buttpark Ltd.) after a reaction time of 72 hours. The compound was purified by silica gel chromatography using a MPLC system (CombiFlash Companion, Isco Inc.) eluting with a gradient of n-heptane:EtOAc (100:0 to 20:80). The product-containing fractions were pooled and evaporated and the residue poured on 30 mL 1M ... Starting materials: solution, [Li] (lithium), aqueous solution, [Cl-].[Na+] (sodium chloride), aqueous solution, [Cl-].[NH4+] (ammonium chloride), 2-sulfonyloxaziridine, C(C)OC1CCC(N1S(=O)(=O)C1=CC=CC=C1)=O (5-ethoxy-1-benzenesulfonylpyrrolidin-2-one), O1CCCC1 (tetrahydrofuran). Run in CCCCCC.C1CCOC1 (hexane THF). Run at temperature -78 celsius, time 1 hour. Yields the product C1(=CC=CC=C1)S(=O)(=O)N1C(C(CC1OCC)O)=O (1-benzenesulfonyl-2-oxo-3-hydroxy-5-ethoxypyrrolidine). RXN SMILES: [CH2:1]([O:3][CH:4]1[N:8]([S:9]([C:12]2[CH:17]=[CH:16][CH:15]=[CH:14][CH:13]=2)(=[O:11])=[O:10])[C:7](=[O:18])[CH2:6][CH2:5]1)[CH3:2].[Li].[Cl-].[NH4+].[Cl-].[Na+].[O:24]1CCCC1>CCCCCC.C1COCC1>[C:12]1([S:9]([N:8]2[CH:4]([O:3][CH2:1][CH3:2])[CH2:5][CH:6]([OH:24])[C:7]2=[O:18])(=[O:10])=[O:11])[CH:13]=[CH:14][CH:15]=[CH:16][CH:17]=1 |f:2.3,4.5,7.8,^1:18|. Procedure: To a solution of 10 g of 5-ethoxy-1-benzenesulfonylpyrrolidin-2-one in 300 cm3 of anhydrous tetrahydrofuran, cooled to -78° C., 0.037 moles of a solution of lithium bis-trimethylsylylamide in a mixture of hexane-tetrahydrofuran (1-1) is added drop by drop at a temperature of -78° C. This mixture is agitated for 1 hour at -78° C., then 14.55 g of 2-sulfonyloxaziridine is added. The mixture is then agitated at -78° C. for 2 hours, brought to -5° C., then cooled to -30° C., after which 130 cm3 of a... Reactants: C(CCC)[Li] (n-butyl lithium), FC(C(C(F)(F)F)(O)C1C(CCCC1)(O)C)(F)F (2-(1,1,1,3,3,3-hexafluoro-2-hydroxypropan-2-yl)-1-methylcyclohexanol), C(C(=C)C)(=O)Cl (methacryloyl chloride). Solvent: O1CCCC1 (tetrahydrofuran). Conditions: temperature 0 celsius, time 15 minute. The product is C(C(=C)C)(=O)OC1(C(CCCC1)C(C(F)(F)F)(C(F)(F)F)O)C (2-(1,1,1,3,3,3-hexafluoro-2-hydroxypropan-2-yl)-1-methylcyclohex-1-yl methacrylate). As a reaction SMILES: C([Li])CCC.[F:6][C:7]([F:23])([F:22])[C:8]([CH:14]1[CH2:19][CH2:18][CH2:17][CH2:16][C:15]1([CH3:21])[OH:20])([OH:13])[C:9]([F:12])([F:11])[F:10].[C:24](Cl)(=[O:28])[C:25]([CH3:27])=[CH2:26]>O1CCCC1>[C:24]([O:20][C:15]1([CH3:21])[CH2:16][CH2:17][CH2:18][CH2:19][CH:14]1[C:8]([OH:13])([C:9]([F:11])([F:10])[F:12])[C:7]([F:22])([F:23])[F:6])(=[O:28])[C:25]([CH3:27])=[CH2:26]. Procedure: To a flame-dried, nitrogen-purged 250 mL 3-neck roundbottom flask with 50 mL pressure-equalizing addition funnel and magnetic stirbar was charged 85 mL n-butyl lithium (136 mmol, 2 equiv., 1.6 M in hexanes). A degassed solution of 12-(1,1,1,3,3,3-hexafluoro-2-hydroxypropan2-yl)-1-methylcyclohexanol (X) (˜68 mmol, 1 eq.) in 50 mL anhydrous tetrahydrofuran was charged to the addition funnel and added to the reaction mixture dropwise at 0° C. over 30 minutes. The reaction mixture was warmed for 15 ... RXN SMILES: [C:1]1(=[O:9])[CH2:2][C:3](=[O:8])[CH2:4][CH2:5][CH2:6][CH2:7]1.[CH3:10][CH:11]([CH2:12][OH:13])[CH3:14].[CH3:15][c:16]1[cH:17][cH:18][cH:19][cH:20][cH:21]1>>[C:1]1(=[O:9])[CH:2]=[C:3]([O:8][CH2:12][CH:11]([CH3:10])[CH3:14])[CH2:4][CH2:5][CH2:6][CH2:7]1. The reactants are O=C1CCCCC(=O)C1, CC(C)CO, Cc1ccccc1. Yields the product CC(C)COC1=CC(=O)CCCC1. The reactants are O=C([O-])[O-], CO, CCCSc1ncc(C(C)C(=O)OCC)n1Cc1ccccc1Cl, [K+], [K+], O. Reaction SMILES: [C:25](=[O:26])([O-:27])[O-:28].[CH3:32][OH:33].[Cl:1][c:2]1[c:3]([CH2:8][n:9]2[c:10]([S:21][CH2:22][CH2:23][CH3:24])[n:11][cH:12][c:13]2[CH:14]([C:15](=[O:16])[O:17][CH2:18][CH3:19])[CH3:20])[cH:4][cH:5][cH:6][cH:7]1.[K+:29].[K+:30].[OH2:31]>>[Cl:1][c:2]1[c:3]([CH2:8][n:9]2[c:10]([S:21][CH2:22][CH2:23][CH3:24])[n:11][cH:12][c:13]2[CH:14]([C:15](=[O:16])[OH:17])[CH3:20])[cH:4][cH:5][cH:6][cH:7]1. Yields the product CCCSc1ncc(C(C)C(=O)O)n1Cc1ccccc1Cl. The reactants are [Li]CCCC, C#CC(OCC)OCC, COc1ccc(C=CC=O)cc1, [Cl-], [NH4+], C1CCOC1. The product is CCOC(C#CC(O)C=Cc1ccc(OC)cc1)OCC. As a reaction SMILES: [CH2:1]([Li:2])[CH2:3][CH2:4][CH3:5].[CH2:6]([CH3:7])[O:8][CH:9]([C:10]#[CH:11])[O:12][CH2:13][CH3:14].[CH3:15][O:16][c:17]1[cH:18][cH:19][c:20]([CH:21]=[CH:22][CH:23]=[O:24])[cH:25][cH:26]1.[Cl-:27].[NH4+:28].[O:29]1[CH2:30][CH2:31][CH2:32][CH2:33]1>>[CH2:6]([CH3:7])[O:8][CH:9]([C:10]#[C:11][CH:23]([CH:22]=[CH:21][c:20]1[cH:19][cH:18][c:17]([O:16][CH3:15])[cH:26][cH:25]1)[OH:24])[O:12][CH2:13][CH3:14]. Reactants: BrCc1cccc(-c2ccccc2)c1, CC#CC(c1ccc(N)cc1)C(C(=O)OC)C(=O)OC, CCOC(C)=O, [K+], [K+], O=C([O-])[O-], CN(C)C=O. Product: CC#CC(c1ccc(NCc2cccc(-c3ccccc3)c2)cc1)C(C(=O)OC)C(=O)OC. As a reaction SMILES: [Br:21][CH2:22][c:23]1[cH:24][c:25](-[c:29]2[cH:30][cH:31][cH:32][cH:33][cH:34]2)[cH:26][cH:27][cH:28]1.[CH3:1][O:2][C:3]([CH:4]([C:5](=[O:6])[O:7][CH3:8])[CH:9]([C:10]#[C:11][CH3:12])[c:13]1[cH:14][cH:15][c:16]([NH2:19])[cH:17][cH:18]1)=[O:20].[CH3:46][CH2:47][O:48][C:49](=[O:50])[CH3:51].[K+:35].[K+:36].[O-:37][C:38]([O-:39])=[O:40].[O:41]=[CH:42][N:43]([CH3:44])[CH3:45]>>[CH3:1][O:2][C:3]([CH:4]([C:5](=[O:6])[O:7][CH3:8])[CH:9]([C:10]#[C:11][CH3:12])[c:13]1[cH:14][cH:15][c:16]([NH:19][CH2:22][c:23]2[cH:24][c:25](-[c:29]3[cH:30][cH:31][cH:32][cH:33][cH:34]3)[cH:26][cH:27][cH:28]2)[cH:17][cH:18]1)=[O:20].